Dataset: the Open Reaction Database (ORD), a public repository of structured organic reaction records. Task: describe an organic reaction: reactants, conditions, products, and yield Starting materials: CN(C)C=O, O=S(=O)(CCSc1scnc1CO)c1ccccc1, O=S(Cl)Cl. Product: O=S(=O)(CCSc1scnc1CCl)c1ccccc1. As a reaction SMILES: [CH3:24][N:25]([CH3:26])[CH:27]=[O:28].[OH:5][CH2:6][c:7]1[n:8][cH:9][s:10][c:11]1[S:12][CH2:13][CH2:14][S:15](=[O:16])(=[O:17])[c:18]1[cH:19][cH:20][cH:21][cH:22][cH:23]1.[S:1]([Cl:2])([Cl:3])=[O:4]>>[Cl:3][CH2:6][c:7]1[n:8][cH:9][s:10][c:11]1[S:12][CH2:13][CH2:14][S:15](=[O:16])(=[O:17])[c:18]1[cH:19][cH:20][cH:21][cH:22][cH:23]1. Procedure: In a reaction vessel, 5-methyl-2-furylpropylcarbinol (1 g) was charged, and a solution of ZnCl2 (0.9 g) in water (40 ml) was added. The temperature was elevated up to 100° C. to reflux, and several drops of an aqueous 0.1N NaOH solution were added thereto to adjust the pH value to 4.5. By further addition of the same NaOH solution (0.3 ml) thereto, the pH value was not changed but remained at 4.5. The mixture was stirred under reflux for 11 hours, whereby the pH value became 4.2. After cooling, ... Reagents/catalysts: [Cl-].[Cl-].[Zn+2] (ZnCl2). Solvent: O (water). The product is C(CC)C=1C(CC(C1C)O)=O (2-propyl-3-methyl-4-hydroxy-2-cyclopentenone). The reactants are CC1=CC=C(O1)CCCCO (5-methyl-2-furylpropylcarbinol), [Cl-].[Na+] (sodium chloride), [OH-].[Na+] (NaOH), [OH-].[Na+] (NaOH). RXN SMILES: [CH3:1][C:2]1[O:6][C:5]([CH2:7][CH2:8][CH2:9][CH2:10]O)=[CH:4][CH:3]=1.[OH-:12].[Na+].[Cl-].[Na+]>O.[Cl-].[Cl-].[Zn+2]>[CH2:8]([C:7]1[C:5](=[O:6])[CH2:4][CH:3]([OH:12])[C:2]=1[CH3:1])[CH2:9][CH3:10] |f:1.2,3.4,6.7.8|. The reactants are CC(C)=O, O=S(=O)(Cl)Cc1ccc(Cl)c(Cl)c1, [NH4+], [OH-], O. Product: NS(=O)(=O)Cc1ccc(Cl)c(Cl)c1. RXN SMILES: [CH3:14][C:15](=[O:16])[CH3:17].[Cl:1][c:2]1[cH:3][c:4]([CH2:9][S:10](=[O:11])(=[O:12])[Cl:13])[cH:5][cH:6][c:7]1[Cl:8].[NH4+:18].[OH-:19].[OH2:20]>>[Cl:1][c:2]1[cH:3][c:4]([CH2:9][S:10](=[O:11])(=[O:12])[NH2:18])[cH:5][cH:6][c:7]1[Cl:8]. The reactants are C1=CC=CC=2CN(CC3=C(C21)C=CC=C3)C(OCC)=N (ethyl 5,7-dihydro-6H-dibenz[c,e]azepine-6-carboximidate), C(#N)C1=CC=C(C(=O)Cl)C=C1 (p-cyanobenzoyl chloride). Product: C(#N)C1=CC=C(C(=O)N=C(OCC)N2CC3=C(C4=C(C2)C=CC=C4)C=CC=C3)C=C1 (ethyl N-(p-cyanobenzoyl)-5,7-dihydro-6H-dibenz[c,e]azepine-6-carboximidate). As a reaction SMILES: [CH:1]1[C:11]2[C:10]3[CH:12]=[CH:13][CH:14]=[CH:15][C:9]=3[CH2:8][N:7]([C:16](=[NH:20])[O:17][CH2:18][CH3:19])[CH2:6][C:5]=2[CH:4]=[CH:3][CH:2]=1.[C:21]([C:23]1[CH:31]=[CH:30][C:26]([C:27](Cl)=[O:28])=[CH:25][CH:24]=1)#[N:22]>>[C:21]([C:23]1[CH:31]=[CH:30][C:26]([C:27]([N:20]=[C:16]([N:7]2[CH2:6][C:5]3[CH:4]=[CH:3][CH:2]=[CH:1][C:11]=3[C:10]3[CH:12]=[CH:13][CH:14]=[CH:15][C:9]=3[CH2:8]2)[O:17][CH2:18][CH3:19])=[O:28])=[CH:25][CH:24]=1)#[N:22]. Procedure details: starting from ethyl 5,7-dihydro-6H-dibenz[c,e]azepine-6-carboximidate and p-cyanobenzoyl chloride, there is obtained ethyl N-(p-cyanobenzoyl)-5,7-dihydro-6H-dibenz[c,e]azepine-6-carboximidate as a solid, mass spectrum m/e: M+ 395 (5), 366 (24), 194 (100), 165 (18), 130 (20), 102 (14); Reactants: C(C)(C)(C)OC(=O)N(C1=CN=CC(=N1)C=1N=C(C=2N(C1)C=CN2)N(C(OC(C)(C)C)=O)C2=CC=C(C=C2)N2CCN(CC2)C2COC2)C(=O)OC(C)(C)C (tert-butyl (6-(6-(bis(tert-butoxycarbonyl)amino)pyrazin-2-yl)imidazo[1,2-a]pyrazin-8-yl)(4-(4-(oxetan-3-yl)piperazin-1-yl)phenyl)carbamate), C(=O)(C(F)(F)F)O (TFA), C([O-])(O)=O.[Na+] (sodium bicarbonate). The solvent is C(Cl)Cl (DCM). Run at time 16 hour. Yields the product NC1=CN=CC(=N1)C=1N=C(C=2N(C1)C=CN2)NC2=CC=C(C=C2)N2CCN(CC2)C2COC2 (6-(6-Aminopyrazin-2-yl)-N-(4-(4-(oxetan-3-yl)piperazin-1-yl)phenyl)imidazo[1,2-a]pyrazin-8-amine). Reaction SMILES: C(OC([N:8](C(OC(C)(C)C)=O)[C:9]1[N:14]=[C:13]([C:15]2[N:16]=[C:17]([N:24]([C:32]3[CH:37]=[CH:36][C:35]([N:38]4[CH2:43][CH2:42][N:41]([CH:44]5[CH2:47][O:46][CH2:45]5)[CH2:40][CH2:39]4)=[CH:34][CH:33]=3)C(=O)OC(C)(C)C)[C:18]3[N:19]([CH:21]=[CH:22][N:23]=3)[CH:20]=2)[CH:12]=[N:11][CH:10]=1)=O)(C)(C)C.C(O)(C(F)(F)F)=O.C(=O)(O)[O-].[Na+]>C(Cl)Cl>[NH2:8][C:9]1[N:14]=[C:13]([C:15]2[N:16]=[C:17]([NH:24][C:32]3[CH:33]=[CH:34][C:35]([N:38]4[CH2:43][CH2:42][N:41]([CH:44]5[CH2:47][O:46][CH2:45]5)[CH2:40][CH2:39]4)=[CH:36][CH:37]=3)[C:18]3[N:19]([CH:21]=[CH:22][N:23]=3)[CH:20]=2)[CH:12]=[N:11][CH:10]=1 |f:2.3|. Procedure details: To a solution of tert-butyl (6-(6-(bis(tert-butoxycarbonyl)amino)pyrazin-2-yl)imidazo[1,2-a]pyrazin-8-yl)(4-(4-(oxetan-3-yl)piperazin-1-yl)phenyl)carbamate XVI (200 mg, 0.269 mmol) in DCM (2 ml) was added TFA (0.5 ml, 6.578 mmol). The reaction was stirred at rt for 16 h, saturated sodium bicarbonate was added, extracted with EtOAC and purified on silica gel, eluted with 5% MeOH/EtOAc, 20% MeOH/EtOAc. The desired fractions were combined and concentrated to provide the title compound 2. LCMS-ESI+ ... Reactants: C[C@@]1(C([C@@H](CC1)CC=C(C)C)(C)C)O ((1R,S) 1,2,2-trimethyl-3-(3-methyl-2-butenyl)-cyclopentanol), C(C)(=O)Cl (acetyl chloride). The product is C[C@@]1(C([C@@H](CC1)CC=C(C)C)(C)C)OC(C)=O ((1R,S) 1,2,2-trimethyl-1-acetyloxy-3-(3-methyl-2-butenyl)-cyclopentane). Reaction SMILES: [CH3:1][C@@:2]1([OH:14])[CH2:6][CH2:5][C@@H:4]([CH2:7][CH:8]=[C:9]([CH3:11])[CH3:10])[C:3]1([CH3:13])[CH3:12].[C:15](Cl)(=[O:17])[CH3:16]>>[CH3:1][C@@:2]1([O:14][C:15](=[O:17])[CH3:16])[CH2:6][CH2:5][C@@H:4]([CH2:7][CH:8]=[C:9]([CH3:11])[CH3:10])[C:3]1([CH3:13])[CH3:12]. Procedure details: Using the procedure of Example 15, 2 g of (1R,S) 1,2,2-trimethyl-3-(3-methyl-2-butenyl)-cyclopentanol and 3 ml of acetyl chloride were reacted and the product was chromatographed over silica gel and was eluted with a 95-5 cyclohexane-ethyl acetate mixture to obtain 1.5 g of (1R,S) 1,2,2-trimethyl-1-acetyloxy-3-(3-methyl-2-butenyl)-cyclopentane. The reactants are C(\C=C\CC)(=O)OC (methyl 2-trans-pentenoate), N1CCNCC1 (piperazine). Conditions: temperature 60 celsius, time 44 hour. The product is N1(CCNCC1)C(CC(=O)OC)CC (methyl 3-piperazinovalerate). Isolated yield 51.8%. Reaction SMILES: [C:1]([O:7][CH3:8])(=[O:6])/[CH:2]=[CH:3]/[CH2:4][CH3:5].[NH:9]1[CH2:14][CH2:13][NH:12][CH2:11][CH2:10]1>>[N:9]1([CH:3]([CH2:4][CH3:5])[CH2:2][C:1]([O:7][CH3:8])=[O:6])[CH2:14][CH2:13][NH:12][CH2:11][CH2:10]1. Reported procedure: A mixture of 213 g of methyl 2-trans-pentenoate and 64 g of piperazine was stirred for 44 hours at 60° C. Fractional distillation gave 77.1 g of methyl 3-piperazinovalerate of boiling point 105° C./0.4 mbar, nD20 =1.4740, the yield being 51%, based on piperazine used. delta =0.70-1.80 (m, 5 H), 1.72 (s, 1 H), 2.0-3.2 (m, 11 H), 3.70 ppm (s, 3 H). The reactants are CC1=C(OC(C(=O)OC)=COC)C=CC=C1 (methyl 2-(2-methylphenoxy)-3-methoxyacrylate), BrN1C(CCC1=O)=O (N-bromosuccinimide), N(=NC(C#N)(C)C)C(C#N)(C)C (azobisisobutyronitrile). The solvent is C(Cl)(Cl)(Cl)Cl (carbon tetrachloride). The product is BrCC1=C(OC(C(=O)OC)=COC)C=CC=C1 (methyl 2-(2-bromomethylphenoxy)-3-methoxyacrylate). RXN SMILES: [CH3:1][C:2]1[CH:16]=[CH:15][CH:14]=[CH:13][C:3]=1[O:4][C:5](=[CH:10][O:11][CH3:12])[C:6]([O:8][CH3:9])=[O:7].[Br:17]N1C(=O)CCC1=O.N(C(C)(C)C#N)=NC(C)(C)C#N>C(Cl)(Cl)(Cl)Cl>[Br:17][CH2:1][C:2]1[CH:16]=[CH:15][CH:14]=[CH:13][C:3]=1[O:4][C:5](=[CH:10][O:11][CH3:12])[C:6]([O:8][CH3:9])=[O:7]. Procedure: A mixture of 1.1 g of methyl 2-(2-methylphenoxy)-3-methoxyacrylate, 0.95 g of N-bromosuccinimide, and a catalytic amount of azobisisobutyronitrile was heated at reflux in carbon tetrachloride for 4 hours. The solid was filtered, and the solvent evaporated to give a crude sample of methyl 2-(2-bromomethylphenoxy)-3-methoxyacrylate. A mixture of this crude sample together with 0.6 g of o-cresol, and 1.0 g of potassium carbonate was heated at reflux in acetonitrile for 20 hours. The solid was filte...